This data is from the Open Reaction Database (ORD), a public repository of structured organic reaction records. The task is: describe an organic reaction: reactants, conditions, products, and yield Starting materials: C(Cl)(Cl)Cl (CHCl3), C(C)(=O)OC1=CC=C(C=C1)C[C@H]1COCC=2N1C1=C(C=[N+](C3=CC=CC=C13)[O-])N2 (4-{[(11S)-5-Oxido-10,11-dihydro-8H-[1,4]oxazino[4′,3′:1,2]imidazo[4,5-c]quinolin-11-yl]methyl}phenyl acetate), [OH-].[NH4+] (ammonium hydroxide), [OH-].[NH4+] (ammonium hydroxide), C1(=CC=C(C=C1)S(=O)(=O)Cl)C (p-toluenesulfonyl chloride). The product is Cl.NC1=NC2=CC=CC=C2C2=C1N=C1N2[C@H](COC1)CC1=CC=C(C=C1)O (4-{[(11S)-6-amino-10,11-dihydro-8H-[1,4]oxazino[4′,3′:1,2]imidazo[4,5-c]quinolin-11-yl]methyl}phenol hydrochloride). Procedure details: 4-{[(11S)-5-Oxido-10,11-dihydro-8H-[1,4]oxazino[4′,3′:1,2]imidazo[4,5-c]quinolin-11-yl]methyl}phenyl acetate (3.08 g, 7.91 mmol) was dissolved in 100 mL of CH2Cl2 and treated with 10 mL of concentrated ammonium hydroxide solution. The mixture was stirred rapidly and then p-toluenesulfonyl chloride (1.51 g, 7.91 mmol) was carefully added. Rapid stirring continued for 1 hour. The reaction mixture was then treated with 20 mL of H2O and the layers were separated. The aqueous portion was extracted wi... Reaction SMILES: C([O:4][C:5]1[CH:10]=[CH:9][C:8]([CH2:11][C@@H:12]2[N:17]3[C:18]4[C:27]5[C:22](=[CH:23][CH:24]=[CH:25][CH:26]=5)[N+:21]([O-])=[CH:20][C:19]=4[N:29]=[C:16]3[CH2:15][O:14][CH2:13]2)=[CH:7][CH:6]=1)(=O)C.[OH-].[NH4+:31].C1(C)C=CC(S([Cl:41])(=O)=O)=CC=1.C(Cl)(Cl)Cl>C(Cl)Cl.Cl.O>[ClH:41].[NH2:31][C:20]1[C:19]2[N:29]=[C:16]3[CH2:15][O:14][CH2:13][C@H:12]([CH2:11][C:8]4[CH:9]=[CH:10][C:5]([OH:4])=[CH:6][CH:7]=4)[N:17]3[C:18]=2[C:27]2[C:22](=[CH:23][CH:24]=[CH:25][CH:26]=2)[N:21]=1 |f:1.2,8.9|. Reaction conditions: temperature 50 celsius, time 1 hour. Solvent: C(Cl)Cl (CH2Cl2), O (H2O), O (H2O), Cl (HCl). The reactants are S(=O)([O-])S(=O)[O-].[Na+].[Na+] (sodium dithionite), C(CCCC=C)N1C(=O)N(C=2N=CN(C2C1=O)C)C (1-(5-hexenyl)-3,7-dimethylxanthine), C[N+]1(CCOCC1)[O-] (4-methylmorpholine-N-oxide), solution, O (water). The reagents and catalysts are C(C)(C)(C)O (t-butanol), [Os](=O)(=O)(=O)=O (osmium tetraoxide). Solvent: CC(=O)C (acetone). Conditions: time 48 hour. The product is OC(CCCCN1C(=O)N(C=2N=CN(C2C1=O)C)C)CO (1-(5,6-dihydroxyhexyl)-3,7-dimethylxanthine). Isolated yield 62.0%. As a reaction SMILES: [CH2:1]([N:7]1[C:16](=[O:17])[C:15]2[N:14]([CH3:18])[CH:13]=[N:12][C:11]=2[N:10]([CH3:19])[C:8]1=[O:9])[CH2:2][CH2:3][CH2:4][CH:5]=[CH2:6].C[N+]1([O-])CC[O:24]CC1.S(S([O-])=O)([O-])=O.[Na+].[Na+].[OH2:36]>CC(C)=O.C(O)(C)(C)C.[Os](=O)(=O)(=O)=O>[OH:36][CH:5]([CH2:6][OH:24])[CH2:4][CH2:3][CH2:2][CH2:1][N:7]1[C:16](=[O:17])[C:15]2[N:14]([CH3:18])[CH:13]=[N:12][C:11]=2[N:10]([CH3:19])[C:8]1=[O:9] |f:2.3.4|. Procedure details: To 1-(5-hexenyl)-3,7-dimethylxanthine (1.07 g, 4.1 mmol) and 4-methylmorpholine-N-oxide (1.44 g, 12.3 mmol) in water (20 ml) and acetone (10 ml) was added 2.5% solution of osmium tetraoxide in t-butanol (6 drops). After stirring for 48 hours, the mixture was treated with 20% aqueous sodium dithionite solution (20 ml). After 2 minutes, the mixture was extracted with 25% ethanol-dichloromethane (3×30 ml). The combined extracts were dried over magnesium sulfate and the solvents were evaporated unde... Starting materials: C(=O)C1=CNC2=CC(=C(C=C12)C1=CC=C(C=C1)C1(CCC1)O)C#N (3-formyl-5-[4-(1-hydroxycyclobutyl)phenyl]-1H-indole-6-carbonitrile), CC(C)=CC (2-methyl-2-butene), [Cl-].[NH4+] (ammonium chloride), Cl(=O)[O-].[Na+] (sodium chlorite), O.OP(=O)(O)[O-].[Na+] (sodium phosphate monobasic hydrate). Solvent: O1CCCC1 (tetrahydrofuran), C(C)(C)(C)O (tert-butanol). Run at temperature 0 celsius, time 7 hour. The product is C(#N)C1=C(C=C2C(=CNC2=C1)C(=O)O)C1=CC=C(C=C1)C1(CCC1)O (6-cyano-5-[4-(1-hydroxycyclobutyl)phenyl]-1H-indole-3-carboxylic acid). Yield: 67.0%. As a reaction SMILES: [CH:1]([C:3]1[C:11]2[C:6](=[CH:7][C:8]([C:23]#[N:24])=[C:9]([C:12]3[CH:17]=[CH:16][C:15]([C:18]4([OH:22])[CH2:21][CH2:20][CH2:19]4)=[CH:14][CH:13]=3)[CH:10]=2)[NH:5][CH:4]=1)=[O:2].CC(=CC)C.Cl([O-])=[O:31].[Na+].O.OP([O-])(O)=O.[Na+].[Cl-].[NH4+]>O1CCCC1.C(O)(C)(C)C>[C:23]([C:8]1[CH:7]=[C:6]2[C:11]([C:3]([C:1]([OH:31])=[O:2])=[CH:4][NH:5]2)=[CH:10][C:9]=1[C:12]1[CH:13]=[CH:14][C:15]([C:18]2([OH:22])[CH2:21][CH2:20][CH2:19]2)=[CH:16][CH:17]=1)#[N:24] |f:2.3,4.5.6,7.8|. Procedure: A solution of 3-formyl-5-[4-(1-hydroxycyclobutyl)phenyl]-1H-indole-6-carbonitrile (223 mg, 0.705 mmol) in tetrahydrofuran (6 mL) and tert-butanol (6 mL) was treated with 2-methyl-2-butene (2.25 mL, 21.2 mmol) and cooled to 0° C. The reaction mixture was then treated with a solution of sodium chlorite (594 mg, 7.0 mmol) and sodium phosphate monobasic hydrate (1.0 g, 7.2 mmol) and warmed to room temperature. The reaction mixture was stirred vigorously at room temperature for 7 hours, and was then ... The reactants are C(C)(=O)[O-].[Na+] (sodium acetate), NOS(=O)(=O)O (hydroxylamine-O-sulfonic acid), CN(CCN(C)C)C (tetramethyl-ethylenediamine), solution, C(C)(CC)[Li] (s-butyl lithium), COC1=C(C(=O)N(CC)CC)C=CC=C1 (2-methoxy-N,N-diethylbenzamide). The solvent is C1CCOC1 (THF), CCCCCC (hexane), C1CCOC1 (THF). Yields the product NS(=O)(=O)C1=C(C(=O)N(CC)CC)C(=CC=C1)OC (2-aminosulfonyl-6-methoxy-N,N-diethylbenzamide). The yield is 49.2%. Reaction SMILES: C[N:2](C)CCN(C)C.C([Li])(CC)C.[CH3:14][O:15][C:16]1[CH:28]=[CH:27][CH:26]=[CH:25][C:17]=1[C:18]([N:20]([CH2:23][CH3:24])[CH2:21][CH3:22])=[O:19].C([O-])(=O)C.[Na+].N[O:35][S:36]([OH:39])(=O)=O>C1COCC1.CCCCCC>[NH2:2][S:36]([C:25]1[CH:26]=[CH:27][CH:28]=[C:16]([O:15][CH3:14])[C:17]=1[C:18]([N:20]([CH2:23][CH3:24])[CH2:21][CH3:22])=[O:19])(=[O:39])=[O:35] |f:3.4|. Reported procedure: To a solution of 8.0 ml (0.053 mol) of tetramethyl-ethylenediamine (TMEDA) in 350 ml of THF at -70° C. was added 42 ml (0.055 mol) of a 1.3M solution of s-butyl lithium in hexane and the mixture was stirred for fifteen minutes. To the solution was added dropwise with stirring a solution of 10.36 g (0.050 mol) of 2-methoxy-N,N-diethylbenzamide in 150 ml of THF while maintaining the temperature at -60° C. or below and sulfur dioxide then bubbled into the reaction mixture, keeping the reaction temp... Reactants: NC=1C=C(C=CC1)CC(C)N (1-(3'-amino-phenyl)-2-amino-propane), CO (methanol), Cl (hydrochloric acid). Product: Cl.C(=O)NC=1C=C(C=CC1)CC(C)N (1-(3'-Formylamino-phenyl)-2-amino-propane hydrochloride). Reaction SMILES: [NH2:1][C:2]1[CH:3]=[C:4]([CH2:8][CH:9]([NH2:11])[CH3:10])[CH:5]=[CH:6][CH:7]=1.[ClH:12].[CH3:13][OH:14]>>[ClH:12].[CH:13]([NH:1][C:2]1[CH:3]=[C:4]([CH2:8][CH:9]([NH2:11])[CH3:10])[CH:5]=[CH:6][CH:7]=1)=[O:14] |f:3.4|. Reported procedure: 255 gm of 1-(3'-amino-phenyl)-2-amino-propane were dissolved in methanol, and the solution was acidified with ethereal hydrochloric acid. The monohydrochloride thus obtained was refluxed for 2 hours in 225 ml of formic acid, and the reaction mixture was then evaporated in a water aspirator vacuum, leaving a yellow oil which solidified upon being digested with ether. The solidified product was recrystallized from ethanol by addition of ether, yielding the compound of the formula ##STR15## which h... Starting materials: BrC=1C=C2C=NNC(C2=CC1)=O (6-bromophthalazin-1(2H)-one), [OH-].[K+] (KOH), Cl (HCl), BrCCCC(=O)OCC (ethyl 4-bromobutyrate). Solvent: CS(=O)C (DMSO), C(C)O (Ethanol), O (water). Conditions: temperature 25 celsius, time 20 hour. Product: BrC=1C=C2C=NN(C(C2=CC1)=O)CCCC(=O)O (6-Bromo-2-(3-carboxypropyl)phthalazin-1(2H)-one). As a reaction SMILES: [Br:1][C:2]1[CH:3]=[C:4]2[C:9](=[CH:10][CH:11]=1)[C:8](=[O:12])[NH:7][N:6]=[CH:5]2.[OH-].[K+].Br[CH2:16][CH2:17][CH2:18][C:19]([O:21]CC)=[O:20].Cl>CS(C)=O.O.C(O)C>[Br:1][C:2]1[CH:3]=[C:4]2[C:9](=[CH:10][CH:11]=1)[C:8](=[O:12])[N:7]([CH2:16][CH2:17][CH2:18][C:19]([OH:21])=[O:20])[N:6]=[CH:5]2 |f:1.2|. Reported procedure: To a slurry of 56 gm 6-bromophthalazin-1(2H)-one (0.25 mole) in 600 ml DMSO was added 110 ml 45% KOH followed by 58.5 gm ethyl 4-bromobutyrate. The temperature of the mildly exothermic reaction was moderated with a water bath (ca. 25° C.) and was stirred for 20 hours. Ethanol (750 ml) was added, then the mixture was acidified with 125 ml concentrated HCl, diluted with 2500 ml water over about 30 minutes, stirred an additional 30 minutes, filtered, washed with water and isopropanol and dried. The... The reactants are CC(C)(C)OC(=O)N1CCC(=O)CC1, [Li]CCCC, Clc1nc(N2CCOCC2)c2sccc2n1, C1CCOC1. Yields the product CC(C)(C)OC(=O)N1CCC(O)(c2cc3nc(Cl)nc(N4CCOCC4)c3s2)CC1. Reaction SMILES: [C:22](=[O:23])([O:24][C:25]([CH3:26])([CH3:27])[CH3:28])[N:29]1[CH2:30][CH2:31][C:32](=[O:35])[CH2:33][CH2:34]1.[CH2:17]([Li:18])[CH2:19][CH2:20][CH3:21].[Cl:1][c:2]1[n:3][c:4]([N:11]2[CH2:12][CH2:13][O:14][CH2:15][CH2:16]2)[c:5]2[c:6]([n:7]1)[cH:8][cH:9][s:10]2.[O:36]1[CH2:37][CH2:38][CH2:39][CH2:40]1>>[Cl:1][c:2]1[n:3][c:4]([N:11]2[CH2:12][CH2:13][O:14][CH2:15][CH2:16]2)[c:5]2[c:6]([n:7]1)[cH:8][c:9]([C:32]1([OH:35])[CH2:31][CH2:30][N:29]([C:22](=[O:23])[O:24][C:25]([CH3:26])([CH3:27])[CH3:28])[CH2:34][CH2:33]1)[s:10]2. The reactants are CCOC(=O)CNC(c1ccccc1)c1ccc(Cl)cc1, CCN(C(C)C)C(C)C, C=CCOC(=O)Cl, ClCCl. Product: C=CCOC(=O)N(CC(=O)OCC)C(c1ccccc1)c1ccc(Cl)cc1. RXN SMILES: [CH2:1]([CH3:2])[O:3][C:4]([CH2:5][NH:6][CH:7]([c:8]1[cH:9][cH:10][cH:11][cH:12][cH:13]1)[c:14]1[cH:15][cH:16][c:17]([Cl:20])[cH:18][cH:19]1)=[O:21].[CH2:22]([N:23]([CH:24]([CH3:25])[CH3:26])[CH:27]([CH3:28])[CH3:29])[CH3:30].[Cl:31][C:32](=[O:33])[O:34][CH2:35][CH:36]=[CH2:37].[Cl:38][CH2:39][Cl:40]>>[CH2:1]([CH3:2])[O:3][C:4]([CH2:5][N:6]([CH:7]([c:8]1[cH:9][cH:10][cH:11][cH:12][cH:13]1)[c:14]1[cH:15][cH:16][c:17]([Cl:20])[cH:18][cH:19]1)[C:32](=[O:33])[O:34][CH2:35][CH:36]=[CH2:37])=[O:21]. Reactants: CCOC(=O)C=CC1(O[SiH](C)C)CC(C(C)(C)C)CN1C(=O)OC(C)(C)C, O=C([O-])O, COCN(Cc1ccccc1)C[Si](C)(C)C, ClCCl, ClCCl, O=C(O)C(F)(F)F, [Na+]. Product: CCOC(=O)C1CN(Cc2ccccc2)CC1C1(O[SiH](C)C)CC(C(C)(C)C)CN1C(=O)OC(C)(C)C. As a reaction SMILES: [C:17]([CH3:18])([CH3:19])([CH3:20])[O:21][C:22](=[O:23])[N:24]1[C:25]([CH:33]=[CH:34][C:35](=[O:36])[O:37][CH2:38][CH3:39])([O:40][SiH:41]([CH3:42])[CH3:43])[CH2:26][CH:27]([C:29]([CH3:30])([CH3:31])[CH3:32])[CH2:28]1.[C:54](=[O:55])([O-:56])[OH:57].[CH2:1]([c:2]1[cH:3][cH:4][cH:5][cH:6][cH:7]1)[N:8]([CH2:9][O:15][CH3:16])[CH2:12][Si:10]([CH3:11])([CH3:13])[CH3:14].[CH2:44]([Cl:45])[Cl:46].[CH2:59]([Cl:60])[Cl:61].[F:47][C:48]([F:49])([F:50])[C:51]([OH:52])=[O:53].[Na+:58]>>[CH2:1]([c:2]1[cH:3][cH:4][cH:5][cH:6][cH:7]1)[N:8]1[CH2:9][CH:33]([C:25]2([O:40][SiH:41]([CH3:42])[CH3:43])[N:24]([C:22]([O:21][C:17]([CH3:18])([CH3:19])[CH3:20])=[O:23])[CH2:28][CH:27]([C:29]([CH3:30])([CH3:31])[CH3:32])[CH2:26]2)[CH:34]([C:35](=[O:36])[O:37][CH2:38][CH3:39])[CH2:12]1. Reactants: C1CCNC1, CCOCC, CCOC(C)=O, O=S(=O)(Cl)c1cc2c(cc1F)OC(c1ccc(F)cc1F)(c1ccc(F)cc1F)O2. Yields the product O=S(=O)(c1cc2c(cc1F)OC(c1ccc(F)cc1F)(c1ccc(F)cc1F)O2)N1CCCC1. Reaction SMILES: [CH2:31]1[CH2:32][CH2:33][NH:34][CH2:35]1.[CH2:36]([O:37][CH2:38][CH3:39])[CH3:40].[CH3:41][CH2:42][O:43][C:44](=[O:45])[CH3:46].[F:1][c:2]1[c:3]([C:9]2([c:23]3[c:24]([F:30])[cH:25][c:26]([F:29])[cH:27][cH:28]3)[O:10][c:11]3[c:12]([cH:14][c:15]([F:22])[c:16]([S:18](=[O:19])(=[O:20])[Cl:21])[cH:17]3)[O:13]2)[cH:4][cH:5][c:6]([F:8])[cH:7]1>>[F:1][c:2]1[c:3]([C:9]2([c:23]3[c:24]([F:30])[cH:25][c:26]([F:29])[cH:27][cH:28]3)[O:10][c:11]3[c:12]([cH:14][c:15]([F:22])[c:16]([S:18](=[O:19])(=[O:20])[N:34]4[CH2:33][CH2:32][CH2:31][CH2:35]4)[cH:17]3)[O:13]2)[cH:4][cH:5][c:6]([F:8])[cH:7]1.